Dataset: the Open Reaction Database (ORD), a public repository of structured organic reaction records. Task: describe an organic reaction: reactants, conditions, products, and yield RXN SMILES: [CH2:2]([c:3]1[cH:4][cH:5][cH:6][cH:7][cH:8]1)[O:9][C:10](=[O:11])[CH2:12][CH2:13][CH2:14][CH:15]([C:16](=[O:17])[O:18][CH:19]([CH2:20][C:21](=[O:22])[NH2:23])[CH2:24][CH2:25][CH2:26][CH2:27][CH2:28][CH2:29][CH2:30][CH2:31][CH2:32][CH2:33][CH2:34][CH2:35][CH3:36])[NH2:37].[CH2:61]([N:62]=[C:63]=[N:64][CH2:65][CH2:66][CH2:67][N:68]([CH3:69])[CH3:70])[CH3:71].[CH3:72][N:73]([CH3:74])[CH:75]=[O:76].[CH3:77][CH2:78][O:79][C:80](=[O:81])[CH3:82].[ClH:1].[OH:51][n:52]1[c:53]2[cH:54][cH:55][cH:56][cH:57][c:58]2[n:59][n:60]1.[n:38]1[cH:39][c:40]([C:48](=[O:49])[OH:50])[cH:41][c:42]2[cH:43][cH:44][cH:45][cH:46][c:47]12>>[CH2:2]([c:3]1[cH:4][cH:5][cH:6][cH:7][cH:8]1)[O:9][C:10](=[O:11])[CH2:12][CH2:13][CH2:14][CH:15]([C:16](=[O:17])[O:18][CH:19]([CH2:20][C:21](=[O:22])[NH2:23])[CH2:24][CH2:25][CH2:26][CH2:27][CH2:28][CH2:29][CH2:30][CH2:31][CH2:32][CH2:33][CH2:34][CH2:35][CH3:36])[NH:37][C:48]([c:40]1[cH:39][n:38][c:47]2[c:42]([cH:41]1)[cH:43][cH:44][cH:45][cH:46]2)=[O:49]. The product is CCCCCCCCCCCCCC(CC(N)=O)OC(=O)C(CCCC(=O)OCc1ccccc1)NC(=O)c1cnc2ccccc2c1. The reactants are CCCCCCCCCCCCCC(CC(N)=O)OC(=O)C(N)CCCC(=O)OCc1ccccc1, CCN=C=NCCCN(C)C, CN(C)C=O, CCOC(C)=O, Cl, On1nnc2ccccc21, O=C(O)c1cnc2ccccc2c1. The reactants are N1C(=S)NC(=O)CC1=O (2-thiobarbituric acid), COS(=O)(=O)OC (dimethylsulfate), CI (methyl iodide). Yields the product OC1=NC(=NC(=C1)O)SC (4,6-dihydroxy-2-methylthiopyrimidine). As a reaction SMILES: [NH:1]1[C:8](=[O:9])[CH2:7][C:5](=[O:6])[NH:4][C:2]1=[S:3].[CH3:10]OS(OC)(=O)=O.CI>>[OH:9][C:8]1[CH:7]=[C:5]([OH:6])[N:4]=[C:2]([S:3][CH3:10])[N:1]=1. Reported procedure: Another method described by Wheeler and Jamieson, Am. Chem. J. 32, p. 345 (1904) initiates the synthesis with 2-thiobarbituric acid which is methylated. Either dimethylsulfate or methyl iodide is used to obtain 4,6-dihydroxy-2-methylthiopyrimidine. Dichlorination at 4- and 6- positions is accomplished with phosphorus oxychloride in the presence of dimethylaniline, and the 4,6-dichloro-2-(methylthio)pyrimidine thus obtained is reacted with aqueous alcoholic ammonia to produce the desired 4-amino-... Starting materials: C(C)N=C=O (ethyl isocyanate), NC1=C2CCCC2=CC=C1C(C(F)(F)F)(C(F)(F)F)O (4-amino-5-(hexafluoro-2-hydroxy-2-propyl)indan), NC1=C2CCCC2=CC=C1 (4-aminoindan). Solvent: CCOCC.CCCCCC (Et2O hexane). Product: C(C)NC(=O)NC1=C2CCCC2=CC=C1C(C(F)(F)F)(C(F)(F)F)O (N-ethyl-N'-[5-(hexafluoro-2-hydroxy-2-propyl)-4-indanyl]urea). As a reaction SMILES: [NH2:1][C:2]1[C:10]([C:11]([OH:20])([C:16]([F:19])([F:18])[F:17])[C:12]([F:15])([F:14])[F:13])=[CH:9][CH:8]=[C:7]2[C:3]=1[CH2:4][CH2:5][CH2:6]2.NC1C=CC=C2C=1CCC2.[CH2:31]([N:33]=[C:34]=[O:35])[CH3:32]>CCOCC.CCCCCC>[CH2:31]([NH:33][C:34]([NH:1][C:2]1[C:10]([C:11]([OH:20])([C:12]([F:13])([F:14])[F:15])[C:16]([F:17])([F:18])[F:19])=[CH:9][CH:8]=[C:7]2[C:3]=1[CH2:4][CH2:5][CH2:6]2)=[O:35])[CH3:32] |f:3.4|. Procedure details: To 4-amino-5-(hexafluoro-2-hydroxy-2-propyl)indan (4.2g, 14 mmole, prepared from 4-aminoindan by the procedure of Gilbert, J. Org. Chem., 30, 1001 (1965), m.p. 155°-8°) in 50 ml 4:1 Et2O-hexane add ethyl isocyanate (1.3 g, 18mmole). After 1 hour filter the solid and dry to give 4.4 g N-ethyl-N'-[5-(hexafluoro-2-hydroxy-2-propyl)-4-indanyl]urea; m.p. 142°-143° C.